Dataset: the Open Reaction Database (ORD), a public repository of structured organic reaction records. Task: describe an organic reaction: reactants, conditions, products, and yield The reactants are [OH-].[Na+] (sodium hydroxide), ClC=1C=C(C=CC1)C1C(=C(NC(=C1C(N(CC=CC1=CC=CC=C1)C)=O)C)C)C(=O)OCCC#N (2-cyanoethyl 4-(3-chlorophenyl)-2,6-dimethyl-5-(methyl-(3-phenyl-2-propene-1-yl)carbamoyl)-1,4-dihydropyridine-3-carboxylate), S(=O)(=O)(O)[O-].[K+] (potassium hydrogensulfate). Solvent: CO (methanol). Run at time 8 hour. The product is ClC=1C=C(C=CC1)C1C(=C(NC(=C1C(N(CC=CC1=CC=CC=C1)C)=O)C)C)C(=O)O (4-(3-chlorophenyl)-2,6-dimethyl-5-(methyl-(3-phenyl-2-propene-1-yl)carbamoyl)-1,4-dihydropyridine-3-carboxylic acid). RXN SMILES: [Cl:1][C:2]1[CH:3]=[C:4]([CH:8]2[C:13]([C:14](=[O:26])[N:15]([CH3:25])[CH2:16][CH:17]=[CH:18][C:19]3[CH:24]=[CH:23][CH:22]=[CH:21][CH:20]=3)=[C:12]([CH3:27])[NH:11][C:10]([CH3:28])=[C:9]2[C:29]([O:31]CCC#N)=[O:30])[CH:5]=[CH:6][CH:7]=1.[OH-].[Na+].S([O-])(O)(=O)=O.[K+]>CO>[Cl:1][C:2]1[CH:3]=[C:4]([CH:8]2[C:13]([C:14](=[O:26])[N:15]([CH3:25])[CH2:16][CH:17]=[CH:18][C:19]3[CH:24]=[CH:23][CH:22]=[CH:21][CH:20]=3)=[C:12]([CH3:27])[NH:11][C:10]([CH3:28])=[C:9]2[C:29]([OH:31])=[O:30])[CH:5]=[CH:6][CH:7]=1 |f:1.2,3.4|. Procedure details: 224 mg (0.456 mmol) of 2-cyanoethyl 4-(3-chlorophenyl)-2,6-dimethyl-5-(methyl-(3-phenyl-2-propene-1-yl)carbamoyl)-1,4-dihydropyridine-3-carboxylate was dissolved in 4.6 ml of methanol. 0.456 ml of 1 N aqueous sodium hydroxide solution was added to the obtained solution, and they were stirred at room temperature overnight. An aqueous potassium hydrogensulfate solution was added to the reaction mixture. Methanol was evaporated under reduced pressure. After the extraction with ethyl acetate, the or... The reactants are C1(=CC=CC=C1)C1=C(N=C2SC=CN21)C2=CC=C(C(=O)OC)C=C2 (methyl 4-(5-phenylimidazo[2,1-b][1,3]thiazol-6-yl)benzoate), [H-].[Al+3].[Li+].[H-].[H-].[H-] (lithium aluminum hydride). The solvent is C1CCOC1 (THF). Run at time 2 hour. Yields the product C1(=CC=CC=C1)C1=C(N=C2SC=CN21)C2=CC=C(C=C2)CO ([4-(5-phenylimidazo[2,1-b][1,3]thiazol-6-yl)phenyl]methanol). As a reaction SMILES: [C:1]1([C:7]2[N:14]3[C:10]([S:11][CH:12]=[CH:13]3)=[N:9][C:8]=2[C:15]2[CH:24]=[CH:23][C:18]([C:19](OC)=[O:20])=[CH:17][CH:16]=2)[CH:6]=[CH:5][CH:4]=[CH:3][CH:2]=1.[H-].[Al+3].[Li+].[H-].[H-].[H-]>C1COCC1>[C:1]1([C:7]2[N:14]3[C:10]([S:11][CH:12]=[CH:13]3)=[N:9][C:8]=2[C:15]2[CH:16]=[CH:17][C:18]([CH2:19][OH:20])=[CH:23][CH:24]=2)[CH:2]=[CH:3][CH:4]=[CH:5][CH:6]=1 |f:1.2.3.4.5.6|. Reported procedure: 0.12 g (0.36 mM) of methyl 4-(5-phenylimidazo[2,1-b][1,3]thiazol-6-yl)benzoate is dissolved in 8 mL of dry THF. To this is added lithium aluminum hydride (5 eq) at 0° C. The reaction mixture is brought to RT and stirred for 2 h. It is then quenched with sat. solution of sodium sulphate and filtered. The filtrate is evaporated and extracted in ethyl acetate. The organic layer is dried and concentrated to obtain the desired compound. Starting materials: O=C([O-])[O-], O=C(Cl)c1ccccc1, CNCc1ccc(SC)cc1, CC(C)=O, [K+], [K+], O. The product is CSc1ccc(CN(C)C(=O)c2ccccc2)cc1. RXN SMILES: [C:12](=[O:13])([O-:14])[O-:15].[C:18]([c:19]1[cH:20][cH:21][cH:22][cH:23][cH:24]1)(=[O:25])[Cl:26].[CH3:1][NH:2][CH2:3][c:4]1[cH:5][cH:6][c:7]([S:10][CH3:11])[cH:8][cH:9]1.[CH3:27][C:28](=[O:29])[CH3:30].[K+:16].[K+:17].[OH2:31]>>[CH3:1][N:2]([CH2:3][c:4]1[cH:5][cH:6][c:7]([S:10][CH3:11])[cH:8][cH:9]1)[C:18]([c:19]1[cH:20][cH:21][cH:22][cH:23][cH:24]1)=[O:25]. Run in CC(C)O (2-propanol). The reactants are CC1=CC=2OC(CC(C2C(O1)=O)=O)C(C)C (2, 3-dihydro-7-methyl-2-(1-methylethyl)-4H,5H-pyrano[4,3-b]pyran-4,5-dione), C([O-])([O-])=O.[K+].[K+] (potassium carbonate). Procedure details: To a mixture of 450 mg of 2, 3-dihydro-7-methyl-2-(1-methylethyl)-4H,5H-pyrano[4,3-b]pyran-4,5-dione and 40 ml of 2-propanol, 400 mg of potassium carbonate were added and stirred at room temperature for 12 hours. The reaction mixture was then concentrated, and methyl t-butyl ether and 3% hydrochloric acid were added thereto. The separated organic layer was washed with saturated brine once, dried over anhydrous magnesium sulfate and concentrated under reduced pressure to give 340 mg of 4-hydroxy-... The product is OC1=C(C(OC(=C1)C)=O)C(C=CC(C)C)=O (4-hydroxy-6-methyl- 3-(4-methyl-2-pentenoyl)-2-pyrone). Reaction SMILES: [CH3:1][C:2]1[O:11][C:10](=[O:12])[C:9]2[C:8](=[O:13])[CH2:7][CH:6]([CH:14]([CH3:16])[CH3:15])[O:5][C:4]=2[CH:3]=1.C(=O)([O-])[O-].[K+].[K+]>CC(O)C>[OH:5][C:4]1[CH:3]=[C:2]([CH3:1])[O:11][C:10](=[O:12])[C:9]=1[C:8](=[O:13])[CH:7]=[CH:6][CH:14]([CH3:15])[CH3:16] |f:1.2.3|. Reaction conditions: time 12 hour. Isolated yield 75.6%. Reactants: C1CCNCC1, [N-]=[N+]=NCC(=O)c1ccc(Cl)cc1Cl. Product: [N-]=[N+]=NCC(c1ccc(Cl)cc1Cl)N1CCCCC1. Reaction SMILES: [CH2:15]1[CH2:16][CH2:17][NH:18][CH2:19][CH2:20]1.[N:1](=[N+:2]=[N-:3])[CH2:4][C:5](=[O:6])[c:7]1[c:8]([Cl:14])[cH:9][c:10]([Cl:13])[cH:11][cH:12]1>>[N:1](=[N+:2]=[N-:3])[CH2:4][CH:5]([c:7]1[c:8]([Cl:14])[cH:9][c:10]([Cl:13])[cH:11][cH:12]1)[N:18]1[CH2:17][CH2:16][CH2:15][CH2:20][CH2:19]1. Starting materials: [OH-].[Na+] (sodium hydroxide), COC1=C(C(=CC(=C1)COC)OC)C=1N2C(SC1)=C(C(=N2)OC)C(=O)OCC (ethyl 3-[2,6-dimethoxy-4-(methoxymethyl)phenyl]-6-methoxypyrazolo[5,1-b][1,3]thiazole-7-carboxylate), Cl (hydrochloric acid). Run in C(C)O (ethanol). Yields the product COC1=C(C(=CC(=C1)COC)OC)C=1N2C(SC1)=C(C(=N2)OC)C(=O)O (3-[2,6-Dimethoxy-4-(methoxymethyl)phenyl]-6-methoxypyrazolo[5,1-b][1,3]thiazole-7-carboxylic acid). The yield is 96.7%. As a reaction SMILES: [OH-].[Na+].[CH3:3][O:4][C:5]1[CH:10]=[C:9]([CH2:11][O:12][CH3:13])[CH:8]=[C:7]([O:14][CH3:15])[C:6]=1[C:16]1[N:17]2[N:23]=[C:22]([O:24][CH3:25])[C:21]([C:26]([O:28]CC)=[O:27])=[C:18]2[S:19][CH:20]=1.Cl>C(O)C>[CH3:3][O:4][C:5]1[CH:10]=[C:9]([CH2:11][O:12][CH3:13])[CH:8]=[C:7]([O:14][CH3:15])[C:6]=1[C:16]1[N:17]2[N:23]=[C:22]([O:24][CH3:25])[C:21]([C:26]([OH:28])=[O:27])=[C:18]2[S:19][CH:20]=1 |f:0.1|. Reported procedure: After adding ethanol (124 mL) and aqueous 5N sodium hydroxide (11 mL, 55 mmol) in that order to ethyl 3-[2,6-dimethoxy-4-(methoxymethyl)phenyl]-6-methoxypyrazolo[5,1-b][1,3]thiazole-7-carboxylate (2.8 g, 6.89 mmol), the mixture was heated to reflux for 2 hours. Aqueous 5N hydrochloric acid (11 mL) was then added to the mixture while cooling on ice, and the solvent in the mixture was distilled off under reduced pressure. Water was added to the residue, and the precipitated solid was collected by ...